This data is from the Open Reaction Database (ORD), a public repository of structured organic reaction records. The task is: describe an organic reaction: reactants, conditions, products, and yield Starting materials: BrC1=C2N=CNC2=NC=N1 (6-bromo-9H-purine), NC(C)C=1C(=C(C(=C(C1)Cl)C)N1CCC(CC1)O)OC (1-[3-(1-aminoethyl)-5-chloro-2-methoxy-6-methylphenyl]piperidin-4-ol), C(C)(C)N(C(C)C)CC (N,N-diisopropylethylamine). Solvent: C(C)(C)O (isopropyl alcohol). Conditions: temperature 90 celsius. Yields the product ClC=1C(=C(C(=C(C1)C(C)NC1=C2N=CNC2=NC=N1)OC)N1CCC(CC1)O)C (1-{3-Chloro-6-methoxy-2-methyl-5-[1-(9H-purin-6-ylamino)ethyl]phenyl}piperidin-4-ol). Reaction SMILES: Br[C:2]1[N:10]=[CH:9][N:8]=[C:7]2[C:3]=1[N:4]=[CH:5][NH:6]2.[NH2:11][CH:12]([C:14]1[C:15]([O:29][CH3:30])=[C:16]([N:22]2[CH2:27][CH2:26][CH:25]([OH:28])[CH2:24][CH2:23]2)[C:17]([CH3:21])=[C:18]([Cl:20])[CH:19]=1)[CH3:13].C(N(CC)C(C)C)(C)C>C(O)(C)C>[Cl:20][C:18]1[C:17]([CH3:21])=[C:16]([N:22]2[CH2:23][CH2:24][CH:25]([OH:28])[CH2:26][CH2:27]2)[C:15]([O:29][CH3:30])=[C:14]([CH:12]([NH:11][C:2]2[N:10]=[CH:9][N:8]=[C:7]3[C:3]=2[N:4]=[CH:5][NH:6]3)[CH3:13])[CH:19]=1. Procedure: A mixture of 6-bromo-9H-purine (5 mg, 0.03 mmol), 1-[3-(1-aminoethyl)-5-chloro-2-methoxy-6-methylphenyl]piperidin-4-ol (7 mg, 0.02 mmol), and N,N-diisopropylethylamine (0.0082 mL, 0.047 mmol) in isopropyl alcohol (0.1 mL) was heated at 90° C. under nitrogen overnight. The mixture was evaporated and the resulting mixture was purified on RP-HPLC (XBridge C18 Column, eluting with a gradient of acetonitrile in water with 0.2% ammonium hydroxide, at flow rate of 30 mL/min) to give the desired product...